This data is from the Open Reaction Database (ORD), a public repository of structured organic reaction records. The task is: describe an organic reaction: reactants, conditions, products, and yield The reactants are FC(F)(F)c1ccc(OC2CCNCC2)cc1Cl, O=C(CCl)NC1COc2nc([N+](=O)[O-])cn2C1. Yields the product O=C(CN1CCC(Oc2ccc(C(F)(F)F)c(Cl)c2)CC1)NC1COc2nc([N+](=O)[O-])cn2C1. Reaction SMILES: [Cl:18][c:19]1[cH:20][c:21]([O:22][CH:23]2[CH2:24][CH2:25][NH:26][CH2:27][CH2:28]2)[cH:29][cH:30][c:31]1[C:32]([F:33])([F:34])[F:35].[Cl:1][CH2:2][C:3](=[O:4])[NH:5][CH:6]1[CH2:7][n:8]2[c:9]([n:12][c:13]([N+:15](=[O:16])[O-:17])[cH:14]2)[O:10][CH2:11]1>>[CH2:2]([C:3](=[O:4])[NH:5][CH:6]1[CH2:7][n:8]2[c:9]([n:12][c:13]([N+:15](=[O:16])[O-:17])[cH:14]2)[O:10][CH2:11]1)[N:26]1[CH2:25][CH2:24][CH:23]([O:22][c:21]2[cH:20][c:19]([Cl:18])[c:31]([C:32]([F:33])([F:34])[F:35])[cH:30][cH:29]2)[CH2:28][CH2:27]1. Reactants: C(C=C)OC(=O)N1[C@@H]2C(S[C@H](C1)C2)=O ((1S,4S)-5-allyloxycarbonyl-2 -thia-5-azabicyclo[2.2.1]heptan-3-one), Cl.CNC (dimethylamine hydrochloride), C(C)(C)N(CC)C(C)C (diisopropylethylamine), Cl (hydrochloric acid). Solvent: C(C)#N (acetonitrile), C(C)(=O)OCC (ethyl acetate). Conditions: time 3 hour. The product is CN(C(=O)[C@H]1N(C[C@H](C1)S)C(=O)OCC=C)C ((2S,4S) -N,N-dimethyl-1-allyloxycarbonyl-4-mercapto-2-pyrrolidinecarboxamide). RXN SMILES: [CH2:1]([O:4][C:5]([N:7]1[CH2:12][C@@H:11]2[CH2:13][C@H:8]1[C:9](=[O:14])[S:10]2)=[O:6])[CH:2]=[CH2:3].Cl.[CH3:16][NH:17][CH3:18].C(N(C(C)C)CC)(C)C.Cl>C(#N)C.C(OCC)(=O)C>[CH3:16][N:17]([CH3:18])[C:9]([C@@H:8]1[CH2:13][C@H:11]([SH:10])[CH2:12][N:7]1[C:5]([O:4][CH2:1][CH:2]=[CH2:3])=[O:6])=[O:14] |f:1.2|. Reported procedure: To a solution of (1S,4S)-5-allyloxycarbonyl-2 -thia-5-azabicyclo[2.2.1]heptan-3-one (39.2 mg) in acetonitrile (1 ml) were added dimethylamine hydrochloride (16.5 mg) and diisopropylethylamine (35.7 mg). The mixture was stirred for 3 hours at room temperature. After the reaction was over, 1N-hydrochloric acid (0.092 ml) was added thereto, and the mixture was diluted with ethyl acetate (2 ml) and dried over magnesium sulfate. Distillation of the solent, followed by purifying the residue by silica ... RXN SMILES: [C:17]([CH3:18])([CH3:19])([CH3:20])[Br:21].[CH2:32]([N+:33]([CH2:34][CH2:35][CH2:36][CH3:37])([CH2:38][CH2:39][CH2:40][CH3:41])[CH2:42][CH2:43][CH2:44][CH3:45])[CH2:46][CH2:47][CH3:48].[CH3:66][c:67]1[cH:68][cH:69][cH:70][cH:71][cH:72]1.[CH:22]([N:23]([CH2:24][CH3:25])[CH:26]([CH3:27])[CH3:28])([CH3:29])[CH3:30].[I-:31].[N+:1](=[O:2])([O-:3])[c:4]1[c:5]([C:13]([F:14])([F:15])[F:16])[cH:6][c:7]2[cH:8][cH:9][nH:10][c:11]2[cH:12]1.[S:49]([O-:50])([C:51]([F:52])([F:53])[F:54])(=[O:55])=[O:56].[S:58]([O-:59])([C:60]([F:61])([F:62])[F:63])(=[O:64])=[O:65].[Zn+2:57]>>[N+:1](=[O:2])([O-:3])[c:4]1[c:5]([C:13]([F:14])([F:15])[F:16])[cH:6][c:7]2[c:8]([C:17]([CH3:18])([CH3:19])[CH3:20])[cH:9][nH:10][c:11]2[cH:12]1. Yields the product CC(C)(C)c1c[nH]c2cc([N+](=O)[O-])c(C(F)(F)F)cc12. Starting materials: CC(C)(C)Br, CCCC[N+](CCCC)(CCCC)CCCC, Cc1ccccc1, CCN(C(C)C)C(C)C, [I-], O=[N+]([O-])c1cc2[nH]ccc2cc1C(F)(F)F, O=S(=O)([O-])C(F)(F)F, O=S(=O)([O-])C(F)(F)F, [Zn+2]. The reactants are BrC1=C(C=C(C(=C1)F)F)O (2-bromo-4,5-difluorophenol), C(C)OC(COC1=C(C=C(C(=C1)F)F)Br)OCC (2-(2-bromo-4,5-difluorophenoxy)-acetaldehyde diethyl acetal), IV. Product: FC1=C(C=C(C2=C1C=CO2)Br)F (4,5-difluoro-7-bromobenzofuran). RXN SMILES: BrC1C=C(F)C(F)=CC=1O.C(O[CH:14](OCC)[CH2:15][O:16][C:17]1[CH:22]=[C:21]([F:23])[C:20]([F:24])=[CH:19][C:18]=1[Br:25])C>>[F:23][C:21]1[C:22]2[CH:14]=[CH:15][O:16][C:17]=2[C:18]([Br:25])=[CH:19][C:20]=1[F:24]. Procedure: Beginning with 5 gm (23.9 mMol) 2-bromo-4,5-difluorophenol, 7.05 gm (91%) 2-(2-bromo-4,5-difluorophenoxy)-acetaldehyde diethyl acetal were prepared essentially as described in Preparation IV. The reactants are C(C)(C)N(C(C)C)CC (N,N-diisopropylethylamine), CO (MeOH), C(C)OC(C(C)(C)C=1C=C2C(=C(NC2=CC1)C1=CC(=CC(=C1)C)C)CCNCCCCC=1C=NC=CC1)=O (2-[2-(3,5-dimethylphenyl)-3-[2-[4-(pyridin-3-yl)butylamino]ethyl]-1H-indol-5-yl]-2-methylpropionic acid ethyl ester), ClC(=O)OCC1=CC=CC=C1 (benzyl chloroformate). Solvent: C(Cl)Cl (methylene chloride), C(Cl)Cl (CH2Cl2). Conditions: time 20 minute. Yields the product C(C)OC(C(C)(C)C=1C=C2C(=C(NC2=CC1)C1=CC(=CC(=C1)C)C)CCN(CCCCC=1C=NC=CC1)C(=O)OCC1=CC=CC=C1)=O (2-[3-[2-[benzyloxycarbonyl-[4-(pyridin-3-yl)butyl]amino]ethyl]-2-(3,5-dimethylphenyl)-1H-indol-5-yl]-2-methylpropionic acid ethyl ester). Reaction SMILES: [CH2:1]([O:3][C:4](=[O:38])[C:5]([C:8]1[CH:9]=[C:10]2[C:14](=[CH:15][CH:16]=1)[NH:13][C:12]([C:17]1[CH:22]=[C:21]([CH3:23])[CH:20]=[C:19]([CH3:24])[CH:18]=1)=[C:11]2[CH2:25][CH2:26][NH:27][CH2:28][CH2:29][CH2:30][CH2:31][C:32]1[CH:33]=[N:34][CH:35]=[CH:36][CH:37]=1)([CH3:7])[CH3:6])[CH3:2].C(N(CC)C(C)C)(C)C.Cl[C:49]([O:51][CH2:52][C:53]1[CH:58]=[CH:57][CH:56]=[CH:55][CH:54]=1)=[O:50].CO>C(Cl)Cl>[CH2:1]([O:3][C:4](=[O:38])[C:5]([C:8]1[CH:9]=[C:10]2[C:14](=[CH:15][CH:16]=1)[NH:13][C:12]([C:17]1[CH:18]=[C:19]([CH3:24])[CH:20]=[C:21]([CH3:23])[CH:22]=1)=[C:11]2[CH2:25][CH2:26][N:27]([C:49]([O:51][CH2:52][C:53]1[CH:58]=[CH:57][CH:56]=[CH:55][CH:54]=1)=[O:50])[CH2:28][CH2:29][CH2:30][CH2:31][C:32]1[CH:33]=[N:34][CH:35]=[CH:36][CH:37]=1)([CH3:7])[CH3:6])[CH3:2]. Reported procedure: A solution of 3.00 g (max. 5.86 mmol) of crude 2-[2-(3,5-dimethylphenyl)-3-[2-[4-(pyridin-3-yl)butylamino]ethyl]-1H-indol-5-yl]-2-methylpropionic acid ethyl ester in 30 mL of dry methylene chloride was stirred under nitrogen with cooling in a dry-ice-acetone bath. To this solution was added by syringe 1.106 mL (820 mg, 6.36 mmol) of N,N-diisopropylethylamine. Then 0.956 mL (1.14 g, 6.36 mmol) of benzyl chloroformate was added dropwise by syringe over 5-10 minutes. After 20 minutes, the solution ...